Dataset: the Open Reaction Database (ORD), a public repository of structured organic reaction records. Task: describe an organic reaction: reactants, conditions, products, and yield Starting materials: CC(CC=O)C (3-methyl-butyraldehyde), C(CCC)[Li] (n-butyllithium), CCCCCC (n-hexane), C1(=CC=CC=C1)S(=O)(=O)N1C=CC=2C1=NC=C(C2)F (1-benzenesulfonyl-5-fluoro-1H-pyrrolo[2,3-b]pyridine). The solvent is O1CCCC1 (tetrahydrofuran). Conditions: temperature -78 celsius, time 30 minute. Product: C1(=CC=CC=C1)S(=O)(=O)N1C(=CC=2C1=NC=C(C2)F)C(CC(C)C)O (1-(1-benzenesulfonyl-5-fluoro-1H-pyrrolo[2,3-b]pyridin-2-yl)-3-methyl-butan-1-ol). The yield is 71.6%. Reaction SMILES: [C:1]1([S:7]([N:10]2[C:14]3=[N:15][CH:16]=[C:17]([F:19])[CH:18]=[C:13]3[CH:12]=[CH:11]2)(=[O:9])=[O:8])[CH:6]=[CH:5][CH:4]=[CH:3][CH:2]=1.C([Li])CCC.CCCCCC.[CH3:31][CH:32]([CH3:36])[CH2:33][CH:34]=[O:35]>O1CCCC1>[C:1]1([S:7]([N:10]2[C:14]3=[N:15][CH:16]=[C:17]([F:19])[CH:18]=[C:13]3[CH:12]=[C:11]2[CH:34]([OH:35])[CH2:33][CH:32]([CH3:36])[CH3:31])(=[O:9])=[O:8])[CH:6]=[CH:5][CH:4]=[CH:3][CH:2]=1. Procedure details: To a suspension of 1-benzenesulfonyl-5-fluoro-1H-pyrrolo[2,3-b]pyridine (10 g, 36.2 mmol) in dry tetrahydrofuran (400 mL) at −78° C. was added a n-butyllithium solution in n-hexane (2.5 M, 21.7 mL, 54.3 mmol) dropwise. The mixture was stirred at −78° C. for 30 min and then treated with 3-methyl-butyraldehyde (7 mL, 65.2 mmol) dropwise. The resulting mixture was stirred at −78° C. for 1 h and quenched with brine. The mixture was extracted with ethyl acetate (2×200 mL), washed with brine, dried ov... Starting materials: ClC=1C(C2=CC=CC=C2C(C1)=O)=O (2-chloro-1,4-naphthoquinone), C(C)(C)(C)C1CCC(CC1)C(=O)O (4-t-butylcyclohexane-1-carboxylic acid), S1(=O)(=O)CCCC1 (sulpholane), S(=O)(=O)([O-])OOS(=O)(=O)[O-].[NH4+].[NH4+] (ammonium persulphate). Reagents/catalysts: [N+](=O)([O-])[O-].[Ag+] (silver nitrate). The product is C(CCC)C1CCC(CC1)C=1C(C2=CC=CC=C2C(C1Cl)=O)=O (2-(4-butylcyclohexyl)-3-chloro-1,4-naphthoquinone). Run in O (water), O (water), C(C)#N (acetonitrile). RXN SMILES: [Cl:1][C:2]1[C:3](=[O:13])[C:4]2[C:9]([C:10](=[O:12])[CH:11]=1)=[CH:8][CH:7]=[CH:6][CH:5]=2.[C:14]([CH:18]1[CH2:23][CH2:22][CH:21](C(O)=O)[CH2:20][CH2:19]1)([CH3:17])(C)C.S1(CC[CH2:31][CH2:30]1)(=O)=O.S(OOS([O-])(=O)=O)([O-])(=O)=O.[NH4+].[NH4+]>O.[N+]([O-])([O-])=O.[Ag+].C(#N)C>[CH2:14]([CH:18]1[CH2:19][CH2:20][CH:21]([C:11]2[C:10](=[O:12])[C:9]3[C:4]([C:3](=[O:13])[C:2]=2[Cl:1])=[CH:5][CH:6]=[CH:7][CH:8]=3)[CH2:22][CH2:23]1)[CH2:17][CH2:30][CH3:31] |f:3.4.5,7.8|. Procedure: A mixture of 2-chloro-1,4-naphthoquinone (21 g), 4-t-butylcyclohexane-1-carboxylic acid (19.8 g) and silver nitrate (3.6 g) was heated at 70°-75° C. with vigorous stirring in a solvent mixture of acetonitrile (30 ml), sulpholane (90 ml) and water (210 ml) whilst a solution of ammonium persulphate (34.2 g) in water (60 ml) was added dropwise during 30 minutes. Stirring and heating was continued for a further hour, the mixture cooled in ice and extracted with diethyl ether. The extracts were washe... Starting materials: CN1CC(=CCC1)CO (1-methyl-1,2,5,6-tetrahydro-3-pyridinemethanol), C1(=CC=C(C=C1)S(=O)(=O)OC)C (methyl p-toluenesulfonate). Product: C1(=CC=C(C=C1)S(=O)(=O)[O-])C.C[N+]1(CC(=CCC1)CO)C (1,1-Dimethyl-3-hydroxymethyl-1,2,5,6-tetrahydropyridinium p-toluenesulfonate). Isolated yield 179.4%. Reaction SMILES: [CH3:1][N:2]1[CH2:7][CH2:6][CH:5]=[C:4]([CH2:8][OH:9])[CH2:3]1.[C:10]1([CH3:21])[CH:15]=[CH:14][C:13]([S:16]([O:19]C)(=[O:18])=[O:17])=[CH:12][CH:11]=1>>[C:10]1([CH3:21])[CH:11]=[CH:12][C:13]([S:16]([O-:19])(=[O:17])=[O:18])=[CH:14][CH:15]=1.[CH3:1][N+:2]1([CH3:10])[CH2:7][CH2:6][CH:5]=[C:4]([CH2:8][OH:9])[CH2:3]1 |f:2.3|. Procedure: The procedures of Reference Example 10 were repeated using 2.8 g of 1-methyl-1,2,5,6-tetrahydro-3-pyridinemethanol and 4.1 g of methyl p-toluenesulfonate to give 6.19 g of the desired compound as a white crystalline product. The reactants are CC(=O)[O-], CC(=O)O, Nc1ccnc(Cl)c1, ClI, [Na+]. Yields the product Nc1cc(Cl)ncc1I. As a reaction SMILES: [CH3:10][C:11](=[O:12])[O-:13].[CH3:16][C:17](=[O:18])[OH:19].[Cl:1][c:2]1[n:3][cH:4][cH:5][c:6]([NH2:8])[cH:7]1.[I:14][Cl:15].[Na+:9]>>[Cl:1][c:2]1[n:3][cH:4][c:5]([I:14])[c:6]([NH2:8])[cH:7]1. Starting materials: CNC=1C=C(OC=2C=C(C=CC2)NC(OC(C)(C)C)=O)C=CC1[N+](=O)[O-] (tert-butyl {3-[3-(methylamino)-4-nitrophenoxy]phenyl}carbamate), O1CCCC1 (tetrahydrofuran), [H][H] (hydrogen). Reagents/catalysts: [C].[Pd] (palladium-carbon). The solvent is C(C)O (ethanol). Yields the product NC1=C(C=C(OC=2C=C(C=CC2)NC(OC(C)(C)C)=O)C=C1)NC (tert-butyl {3-[4-amino-3-(methylamino)phenoxy]phenyl}carbamate). Yield: 100.9%. Reaction SMILES: [CH3:1][NH:2][C:3]1[CH:4]=[C:5]([CH:21]=[CH:22][C:23]=1[N+:24]([O-])=O)[O:6][C:7]1[CH:8]=[C:9]([NH:13][C:14](=[O:20])[O:15][C:16]([CH3:19])([CH3:18])[CH3:17])[CH:10]=[CH:11][CH:12]=1.O1CCCC1.[H][H]>[C].[Pd].C(O)C>[NH2:24][C:23]1[CH:22]=[CH:21][C:5]([O:6][C:7]2[CH:8]=[C:9]([NH:13][C:14](=[O:20])[O:15][C:16]([CH3:19])([CH3:18])[CH3:17])[CH:10]=[CH:11][CH:12]=2)=[CH:4][C:3]=1[NH:2][CH3:1] |f:3.4|. Procedure: Using tert-butyl {3-[3-(methylamino)-4-nitrophenoxy]phenyl}carbamate (10.9 g, 30.4 mmol), 10% palladium-carbon (1.8 g), tetrahydrofuran (150 mL), ethanol (100 mL) and hydrogen (3 atm) as starting materials, and in the same manner as in Example C1(iii), the title compound (10.1 g) was obtained as a black tar-like substance.